Dataset: the Open Reaction Database (ORD), a public repository of structured organic reaction records. Task: describe an organic reaction: reactants, conditions, products, and yield Starting materials: dihydrobromide, ClCC(=O)N1C2=C(NC(C3=C1C=CC=C3)=O)C=CC=N2 (11-(chloroacetyl)-5,11-dihydro-6H-pyrido[2,3-b][1,4]benzodiazepin-6-one), C(C)N(CC)CC1NCCCC1 ((-)-2-[(diethylamino)methyl]piperidine), Cl (hydrochloride). The solvent is C(CC)O (n-propanol). Product: C(C)N(CC)CC1N(CCCC1)CC(=O)N1C2=C(NC(C3=C1C=CC=C3)=O)C=CC=N2 ((+)-11-[[2-[(Diethylamino)methyl-]-1-piperidinyl]acetyl]-5,11-dihydro-6H-pyrido[2,3-b][1,4]benzodiazepin-6-one). RXN SMILES: Cl[CH2:2][C:3]([N:5]1[C:11]2[CH:12]=[CH:13][CH:14]=[CH:15][C:10]=2[C:9](=[O:16])[NH:8][C:7]2[CH:17]=[CH:18][CH:19]=[N:20][C:6]1=2)=[O:4].[CH2:21]([N:23]([CH2:26][CH:27]1[CH2:32][CH2:31][CH2:30][CH2:29][NH:28]1)[CH2:24][CH3:25])[CH3:22].Cl>C(O)CC>[CH2:21]([N:23]([CH2:26][CH:27]1[CH2:32][CH2:31][CH2:30][CH2:29][N:28]1[CH2:2][C:3]([N:5]1[C:11]2[CH:12]=[CH:13][CH:14]=[CH:15][C:10]=2[C:9](=[O:16])[NH:8][C:7]2[CH:17]=[CH:18][CH:19]=[N:20][C:6]1=2)=[O:4])[CH2:24][CH3:25])[CH3:22]. Reported procedure: The title compound is prepared analogously to Example 2 from 11-(chloroacetyl)-5,11-dihydro-6H-pyrido[2,3-b][1,4]benzodiazepin-6-one and (-)-2-[(diethylamino)methyl]piperidine to give colorless crystals, mp. 210°-211.5° C. (n-propanol; [α]D20 =+11.4° (dilute aqueous hydrochloride acid). The dihydrobromide melts at 241°-242° C. (with decomposition; from ethanol). Reactants: 73, C=CC1=CC=CC=C1 (styrene), C(C=C)#N (acrylonitrile), C(C)C1=CC=CC=C1 (ethylbenzene). The reagents and catalysts are C1=CC=CC=C1C(=O)OOC(C)(C)C (tert-butyl perbenzoate). Reaction conditions: temperature 110 celsius. Product: C=CC#N.C=CC1=CC=CC=C1 (styrene-acrylonitrile copolymer). As a reaction SMILES: [CH2:1]=[CH:2][C:3]1[CH:8]=[CH:7][CH:6]=[CH:5][CH:4]=1.[C:9](#[N:12])[CH:10]=[CH2:11].C(C1C=CC=CC=1)C>C1C(C(OOC(C)(C)C)=O)=CC=CC=1>[CH2:11]=[CH:10][C:9]#[N:12].[CH2:1]=[CH:2][C:3]1[CH:8]=[CH:7][CH:6]=[CH:5][CH:4]=1 |f:4.5|. Procedure details: A mixture of 73 parts styrene and 27 parts acrylonitrile is continuously fed to a stirred polymerization reactor. 50 parts of ethylbenzene are also added as a diluent along with 0.5 parts tert-butyl perbenzoate catalyst. The reaction mixture is heated to 110° C., and the monomers are polymerized by continuous mass polymerization until the initial continuous monomer phase is inverted to form a continuous styrene-acrylonitrile copolymer matrix with residual monomer dispersed throughout the matrix. Reactants: CCOC(=O)N1c2ccc(C(F)(F)F)cc2C(Nc2ncc(Br)c(Cc3cc(C(F)(F)F)cc(C(F)(F)F)c3)n2)CC1CC, CN(C)[Sn](C)(C)C, Cc1ccccc1. Yields the product CCOC(=O)N1c2ccc(C(F)(F)F)cc2C(Nc2ncc(N(C)C)c(Cc3cc(C(F)(F)F)cc(C(F)(F)F)c3)n2)CC1CC. RXN SMILES: [CH2:1]([CH3:2])[O:3][C:4](=[O:5])[N:6]1[CH:7]([CH2:43][CH3:44])[CH2:8][CH:9]([NH:20][c:21]2[n:22][cH:23][c:24]([Br:42])[c:25]([CH2:27][c:28]3[cH:29][c:30]([C:38]([F:39])([F:40])[F:41])[cH:31][c:32]([C:34]([F:35])([F:36])[F:37])[cH:33]3)[n:26]2)[c:10]2[cH:11][c:12]([C:16]([F:17])([F:18])[F:19])[cH:13][cH:14][c:15]21.[CH3:45][N:46]([CH3:47])[Sn:48]([CH3:49])([CH3:50])[CH3:51].[CH3:52][c:53]1[cH:54][cH:55][cH:56][cH:57][cH:58]1>>[CH2:1]([CH3:2])[O:3][C:4](=[O:5])[N:6]1[CH:7]([CH2:43][CH3:44])[CH2:8][CH:9]([NH:20][c:21]2[n:22][cH:23][c:24]([N:46]([CH3:45])[CH3:47])[c:25]([CH2:27][c:28]3[cH:29][c:30]([C:38]([F:39])([F:40])[F:41])[cH:31][c:32]([C:34]([F:35])([F:36])[F:37])[cH:33]3)[n:26]2)[c:10]2[cH:11][c:12]([C:16]([F:17])([F:18])[F:19])[cH:13][cH:14][c:15]21. The reactants are O (Water), C([O-])([O-])=O.[Na+].[Na+] (sodium carbonate), C(C1=CC=CC=C1)OC1=CC=C(C=C1)Br (1-(benzyloxy)-4-bromobenzene), CC1(OB(OC1(C)C)C1=CCN(CC1)C(=O)OC(C)(C)C)C (tert-butyl 4-(4,4,5,5-tetramethyl-1,3,2-dioxaborolan-2-yl)-5,6-dihydropyridine-1(2H)-carboxylate). The reagents and catalysts are C=1C=CC(=CC1)[P](C=2C=CC=CC2)(C=3C=CC=CC3)[Pd]([P](C=4C=CC=CC4)(C=5C=CC=CC5)C=6C=CC=CC6)([P](C=7C=CC=CC7)(C=8C=CC=CC8)C=9C=CC=CC9)[P](C=1C=CC=CC1)(C=1C=CC=CC1)C=1C=CC=CC1 (tetrakis(triphenylphosphine)palladium). The solvent is C(C)#N (acetonitrile). Conditions: temperature 90 celsius, time 16 hour. Product: C(C1=CC=CC=C1)OC1=CC=C(C=C1)C1=CCN(CC1)C(=O)OC(C)(C)C (tert-Butyl 4-(4-(benzyloxy)phenyl)-5,6-dihydropyridine-1(2H)-carboxylate). Isolated yield 89.4%. RXN SMILES: [CH2:1]([O:8][C:9]1[CH:14]=[CH:13][C:12](Br)=[CH:11][CH:10]=1)[C:2]1[CH:7]=[CH:6][CH:5]=[CH:4][CH:3]=1.CC1(C)C(C)(C)OB([C:24]2[CH2:29][CH2:28][N:27]([C:30]([O:32][C:33]([CH3:36])([CH3:35])[CH3:34])=[O:31])[CH2:26][CH:25]=2)O1.O.C(=O)([O-])[O-].[Na+].[Na+]>C(#N)C.C1C=CC([P]([Pd]([P](C2C=CC=CC=2)(C2C=CC=CC=2)C2C=CC=CC=2)([P](C2C=CC=CC=2)(C2C=CC=CC=2)C2C=CC=CC=2)[P](C2C=CC=CC=2)(C2C=CC=CC=2)C2C=CC=CC=2)(C2C=CC=CC=2)C2C=CC=CC=2)=CC=1>[CH2:1]([O:8][C:9]1[CH:14]=[CH:13][C:12]([C:24]2[CH2:29][CH2:28][N:27]([C:30]([O:32][C:33]([CH3:36])([CH3:35])[CH3:34])=[O:31])[CH2:26][CH:25]=2)=[CH:11][CH:10]=1)[C:2]1[CH:7]=[CH:6][CH:5]=[CH:4][CH:3]=1 |f:3.4.5,^1:51,53,72,91|. Procedure details: A solution of commercial 1-(benzyloxy)-4-bromobenzene (104 g, 395 mmol) and commercial tert-butyl 4-(4,4,5,5-tetramethyl-1,3,2-dioxaborolan-2-yl)-5,6-dihydropyridine-1(2H)-carboxylate (147 g, 474 mmol) in 1100 mL of acetonitrile was purged with nitrogen for 2 min. Water (1100 mL) was added, followed by sodium carbonate (126 g, 1186 mmol) and tetrakis(triphenylphosphine)palladium (27.4 g, 23.7 mmol). The reaction mixture was purged with nitrogen for 5 min, and then heated to 90° C. and stirred fo... Reactants: ClCCl, CC(=O)C(C)(C)CO, CS(=O)(=O)Cl, c1ccncc1. Product: CC(=O)C(C)(C)COS(C)(=O)=O. RXN SMILES: [CH2:20]([Cl:21])[Cl:22].[CH3:1][C:2]([C:3]([CH3:4])=[O:5])([CH2:6][OH:7])[CH3:8].[CH3:9][S:10]([Cl:11])(=[O:12])=[O:13].[cH:14]1[cH:15][cH:16][n:17][cH:18][cH:19]1>>[CH3:1][C:2]([C:3]([CH3:4])=[O:5])([CH2:6][O:7][S:10]([CH3:9])(=[O:12])=[O:13])[CH3:8]. As a reaction SMILES: [CH3:1][O:2][C:3](=[O:4])[CH:5]1[CH2:6][N:7]([c:11]2[cH:12][c:13]3[c:18]([cH:19][cH:20]2)[N:17]([CH3:21])[C:16](=[O:22])[CH2:15][CH2:14]3)[C:8](=[O:10])[O:9]1.[CH3:24][OH:25].[NH3:23]>>[O:2]=[C:3]([CH:5]1[CH2:6][N:7]([c:11]2[cH:12][c:13]3[c:18]([cH:19][cH:20]2)[N:17]([CH3:21])[C:16](=[O:22])[CH2:15][CH2:14]3)[C:8](=[O:10])[O:9]1)[NH2:23]. Product: CN1C(=O)CCc2cc(N3CC(C(N)=O)OC3=O)ccc21. The reactants are COC(=O)C1CN(c2ccc3c(c2)CCC(=O)N3C)C(=O)O1, CO, N. The reactants are C(#N)C1=C(N(C(N([C@@H]1C1=C(C=C(C=C1)C#N)S(=O)(=O)C)C(=O)OC1=CC=C(C=C1)[N+](=O)[O-])=O)C1=CC(=CC=C1)C(F)(F)F)C (4-nitrophenyl (6S)-5-cyano-6-[4-cyano-2-(methylsulfonyl)phenyl]-4-methyl-2-oxo-3-[3-(trifluoromethyl)phenyl]-3,6-dihydropyrimidine-1(2H)-carboxylate), NC(CO)(C)C (2-amino-2-methylpropanol). Solvent: C(C)#N (acetonitrile). The product is C(#N)C1=C(N(C(N([C@@H]1C1=C(C=C(C=C1)C#N)S(=O)(=O)C)C(=O)NC(CO)(C)C)=O)C1=CC(=CC=C1)C(F)(F)F)C ((6S)-5-Cyano-6-[4-cyano-2-(methylsulfonyl)phenyl]-N-(2-hydroxy-1,1-dimethylethyl)-4-methyl-2-oxo-3-[3-(trifluoromethyl)phenyl]-3,6-dihydropyrimidine-1(2H)-carboxamide). Reaction SMILES: [C:1]([C:3]1[C@@H:8]([C:9]2[CH:14]=[CH:13][C:12]([C:15]#[N:16])=[CH:11][C:10]=2[S:17]([CH3:20])(=[O:19])=[O:18])[N:7]([C:21](OC2C=CC([N+]([O-])=O)=CC=2)=[O:22])[C:6](=[O:33])[N:5]([C:34]2[CH:39]=[CH:38][CH:37]=[C:36]([C:40]([F:43])([F:42])[F:41])[CH:35]=2)[C:4]=1[CH3:44])#[N:2].[NH2:45][C:46]([CH3:50])([CH3:49])[CH2:47][OH:48]>C(#N)C>[C:1]([C:3]1[C@@H:8]([C:9]2[CH:14]=[CH:13][C:12]([C:15]#[N:16])=[CH:11][C:10]=2[S:17]([CH3:20])(=[O:18])=[O:19])[N:7]([C:21]([NH:45][C:46]([CH3:50])([CH3:49])[CH2:47][OH:48])=[O:22])[C:6](=[O:33])[N:5]([C:34]2[CH:39]=[CH:38][CH:37]=[C:36]([C:40]([F:43])([F:41])[F:42])[CH:35]=2)[C:4]=1[CH3:44])#[N:2]. Procedure details: According to the General Procedure 1, 4-nitrophenyl (6S)-5-cyano-6-[4-cyano-2-(methylsulfonyl)phenyl]-4-methyl-2-oxo-3-[3-(trifluoromethyl)phenyl]-3,6-dihydropyrimidine-1(2H)-carboxylate (75.0 mg, 0.120 mmol; Example 6A) was reacted with 2-amino-2-methylpropanol (32.1 mg, 0.360 mmol) in acetonitrile (0.96 ml) to give the target compound (51 mg, 74% of theory).